describe an organic reaction: reactants, conditions, products, and yield From a dataset of the Open Reaction Database (ORD), a public repository of structured organic reaction records. The reactants are C(C=C)C1(CCN(C(O1)=O)[C@@H](C)C1=CC=C(C=C1)Br)C=1SC=CC1 (6-allyl-3-((S)-1-(4-bromophenyl)ethyl)-6-(thiophen-2-yl)-1,3-oxazinan-2-one), FC1=CC=C(C=C1)B(O)O (4-fluorophenylboronic acid). Yields the product C(C=C)C1(CCN(C(O1)=O)[C@@H](C)C1=CC=C(C=C1)C1=CC=C(C=C1)F)C=1SC=CC1 (6-allyl-3-((S)-1-(4′-fluorobiphenyl-4-yl)ethyl)-6-(thiophen-2-yl)-1,3-oxazinan-2-one). RXN SMILES: [CH2:1]([C:4]1([C:20]2[S:21][CH:22]=[CH:23][CH:24]=2)[O:9][C:8](=[O:10])[N:7]([C@H:11]([C:13]2[CH:18]=[CH:17][C:16](Br)=[CH:15][CH:14]=2)[CH3:12])[CH2:6][CH2:5]1)[CH:2]=[CH2:3].[F:25][C:26]1[CH:31]=[CH:30][C:29](B(O)O)=[CH:28][CH:27]=1>>[CH2:1]([C:4]1([C:20]2[S:21][CH:22]=[CH:23][CH:24]=2)[O:9][C:8](=[O:10])[N:7]([C@H:11]([C:13]2[CH:18]=[CH:17][C:16]([C:29]3[CH:30]=[CH:31][C:26]([F:25])=[CH:27][CH:28]=3)=[CH:15][CH:14]=2)[CH3:12])[CH2:6][CH2:5]1)[CH:2]=[CH2:3]. Reported procedure: The two diastereomers of the title compound were prepared separately from the diastereomers of 6-allyl-3-((S)-1-(4-bromophenyl)ethyl)-6-(thiophen-2-yl)-1,3-oxazinan-2-one following a procedure analogous to that described in Example 111 using 4-fluorophenylboronic acid. The diastereomers were separated. The reactants are Cl (hydrochloric acid), COC(=O)C=1N(C2=CC=C(C=C2C1)S(=O)(=O)C)CC1=CC=C(C=C1)F (1-(4-fluorobenzyl)-5-methanesulfonylindole-2-carboxylic acid methyl ester), O1CCCC1 (tetrahydrofuran), [OH-].[Na+] (sodium hydroxide). Run in CO (methanol). Conditions: time 2 hour. Yields the product FC1=CC=C(CN2C(=CC3=CC(=CC=C23)S(=O)(=O)C)C(=O)O)C=C1 (1-(4-fluorobenzyl)-5-methanesulfonylindole-2-carboxylic acid). RXN SMILES: C[O:2][C:3]([C:5]1[N:6]([CH2:18][C:19]2[CH:24]=[CH:23][C:22]([F:25])=[CH:21][CH:20]=2)[C:7]2[C:12]([CH:13]=1)=[CH:11][C:10]([S:14]([CH3:17])(=[O:16])=[O:15])=[CH:9][CH:8]=2)=[O:4].O1CCCC1.[OH-].[Na+].Cl>CO>[F:25][C:22]1[CH:21]=[CH:20][C:19]([CH2:18][N:6]2[C:7]3[C:12](=[CH:11][C:10]([S:14]([CH3:17])(=[O:15])=[O:16])=[CH:9][CH:8]=3)[CH:13]=[C:5]2[C:3]([OH:4])=[O:2])=[CH:24][CH:23]=1 |f:2.3|. Procedure: To a mixture of the compound obtained in Example 22 (3) (0.26,g), tetrahydrofuran (5 ml) and methanol (10 ml), a 1N aqueous sodium hydroxide solution (5 ml) was added at 15 to 30° C. and the mixture was stirred for 2 hours. 1N hydrochloric acid was added thereto and the mixture was extracted with dichloromethane. The organic layer was washed with water, dried over sodium sulfate and concentrated under reduced pressure to obtain 0.25 g of the desired product as a white crystal. The reactants are C1(CCCC1)N1[C@@H](C(N(C=2C=NC(=NC12)N1C=NC(=C1)C(=O)O)C)=O)CC ((R)-1-(8-cyclopentyl-7-ethyl-5-methyl-6-oxo-5,6,7,8-tetrahydropteridin-2-yl)-1H-imidazole-4-carboxylic acid), Cl.CN (methylamine hydrochloride). The product is C1(CCCC1)N1[C@@H](C(N(C=2C=NC(=NC12)N1C=NC(=C1)C(=O)NC)C)=O)CC ((R)-1-(8-cyclopentyl-7-ethyl-5-methyl-6-oxo-5,6,7,8-tetrahydropteridin-2-yl)-N-methyl-1H-imidazole-4-carboxamide). Reaction SMILES: [CH:1]1([N:6]2[C:15]3[N:14]=[C:13]([N:16]4[CH:20]=[C:19]([C:21]([OH:23])=O)[N:18]=[CH:17]4)[N:12]=[CH:11][C:10]=3[N:9]([CH3:24])[C:8](=[O:25])[C@H:7]2[CH2:26][CH3:27])[CH2:5][CH2:4][CH2:3][CH2:2]1.Cl.[CH3:29][NH2:30]>>[CH:1]1([N:6]2[C:15]3[N:14]=[C:13]([N:16]4[CH:20]=[C:19]([C:21]([NH:30][CH3:29])=[O:23])[N:18]=[CH:17]4)[N:12]=[CH:11][C:10]=3[N:9]([CH3:24])[C:8](=[O:25])[C@H:7]2[CH2:26][CH3:27])[CH2:5][CH2:4][CH2:3][CH2:2]1 |f:1.2|. Procedure details: The title compound was prepared similarly to the methods described in Example 39, with (R)-1-(8-cyclopentyl-7-ethyl-5-methyl-6-oxo-5,6,7,8-tetrahydropteridin-2-yl)-1H-imidazole-4-carboxylic acid (Example 37) instead of (R)-1-(8-Cyclopentyl-7-ethyl-5-methyl-6-oxo-5,6,7,8-tetrahydropteridin-2-yl)-1H-pyrazole-4-carboxylic acid (Example 44), and with methylamine hydrochloride instead of dimethylamine hydrochloride. 1H NMR (CDCl3) δ: 8.52 (s, 1H), 8.34 (s, 1H), 7.76 (s, 1H), 4.30-4.41 (m, 2H), 3.46 (... The reactants are c1ccc2c(c1)CCNC2, Cc1ccccc1, O=[N+]([O-])c1ccc(F)nc1F. Product: O=[N+]([O-])c1ccc(F)nc1N1CCc2ccccc2C1. RXN SMILES: [CH2:1]1[NH:2][CH2:3][CH2:4][c:5]2[cH:6][cH:7][cH:8][cH:9][c:10]21.[CH3:22][c:23]1[cH:24][cH:25][cH:26][cH:27][cH:28]1.[F:11][c:12]1[n:13][c:14]([F:21])[cH:15][cH:16][c:17]1[N+:18](=[O:19])[O-:20]>>[CH2:1]1[N:2]([c:12]2[n:13][c:14]([F:21])[cH:15][cH:16][c:17]2[N+:18](=[O:19])[O-:20])[CH2:3][CH2:4][c:5]2[cH:6][cH:7][cH:8][cH:9][c:10]21. The reactants are CN1CCN(CC1)C1=CC=C(C=C1)NC=1C=2N(C(=CN1)C=1C=C(SC1)C(=O)N)N=CN2 (4-{8-[4-(4-Methyl-piperazin-1-yl)-phenylamino]-[1,2,4]triazolo[1,5-a]pyrazin-5-yl}-thiophene-2-carboxylic acid amide), C(=O)([O-])[O-].[Na+].[Na+] (Na2CO3), N1(CCOCC1)C1=CC=C(C=C1)N ([4-(morpholin-4-yl)-phenyl]-amine), N1N(CC=C1)B(O)O (1H-pyrazole-2-boronic acid). Reagents/catalysts: C=1C=CC(=CC1)[P](C=2C=CC=CC2)(C=3C=CC=CC3)[Pd]([P](C=4C=CC=CC4)(C=5C=CC=CC5)C=6C=CC=CC6)([P](C=7C=CC=CC7)(C=8C=CC=CC8)C=9C=CC=CC9)[P](C=1C=CC=CC1)(C=1C=CC=CC1)C=1C=CC=CC1 (Pd(PPh3)4). Run in CN(C)C=O (DMF), C(=O)(O)[O-].[Na+] (NaHCO3). Run at temperature 100 celsius, time 18 hour. Product: N1(CCOCC1)C1=CC=C(C=C1)NC=1C=2N(C(=CN1)C=1NN=CC1)N=CN2 ((4-Morpholin-4-yl-phenyl)-[5-(2H-pyrazol-3-yl)-[1,2,4]triazolo[1,5-a]pyrazin-8-yl]-amine). Reaction SMILES: CN1[CH2:7][CH2:6][N:5]([C:8]2[CH:13]=[CH:12][C:11]([NH:14][C:15]3[C:16]4[N:17]([N:29]=[CH:30][N:31]=4)[C:18](C4C=C(C(N)=O)SC=4)=[CH:19][N:20]=3)=[CH:10][CH:9]=2)[CH2:4][CH2:3]1.N1(C2C=CC(N)=CC=2)CC[O:35]CC1.[NH:45]1[CH:49]=[CH:48][CH2:47][N:46]1B(O)O.C([O-])([O-])=O.[Na+].[Na+]>CN(C=O)C.C([O-])(O)=O.[Na+].C1C=CC([P]([Pd]([P](C2C=CC=CC=2)(C2C=CC=CC=2)C2C=CC=CC=2)([P](C2C=CC=CC=2)(C2C=CC=CC=2)C2C=CC=CC=2)[P](C2C=CC=CC=2)(C2C=CC=CC=2)C2C=CC=CC=2)(C2C=CC=CC=2)C2C=CC=CC=2)=CC=1>[N:5]1([C:8]2[CH:9]=[CH:10][C:11]([NH:14][C:15]3[C:16]4[N:17]([N:29]=[CH:30][N:31]=4)[C:18]([C:49]4[NH:45][N:46]=[CH:47][CH:48]=4)=[CH:19][N:20]=3)=[CH:12][CH:13]=2)[CH2:6][CH2:7][O:35][CH2:3][CH2:4]1 |f:3.4.5,7.8,^1:72,74,93,112|. Reported procedure: This compound may be prepared using methods as described for Compound 6, step 4, using 5-bromo-[1,2,4]triazolo[1,5-a]pyrazin-8-yl)-[4-(morpholin-4-yl)-phenyl]-amine (100 mg, 0.267 mmol), 1H-pyrazole-2-boronic acid (60 mg, 0.535 mmol), Pd(PPh3)4 (93 mg, 0.08 mmol) and Na2CO3 (88 mg, 0.80 mmol) in DMF (2 mL). The reaction mixture is placed in a stem-tube and stirred at 100° C. for 18 hours. After cooling, the mixture is diluted with NaHCO3 solution and extracted with EtOAc (4×). The organic layer ... The yield is 93.0%. Starting materials: BrC=1C=C(C(=O)OC)C=C(C1)C=O (methyl 3-bromo-5-formylbenzoate), C(C)(=O)O[BH-](OC(C)=O)OC(C)=O.[Na+] (Sodium triacetoxyborohydride), BrC=1C=C(C=C(C(=O)OC)C1)C(=O)OC (dimethyl 5-bromoisophthalate), CNC (dimethylamine), O1CCCC1 (tetrahydrofuran), C([O-])(O)=O.[Na+] (sodium bicarbonate). Run at time 15 minute. Product: BrC=1C=C(C(=O)OC)C=C(C1)CN(C)C (Methyl 3-bromo-5-[(dimethylamino)methyl]benzoate). Solvent: C(Cl)Cl (methylene chloride). Procedure details: To a solution of methyl 3-bromo-5-formylbenzoate (1.8 g, 7.4 mmol, prepared as described in WO2003/048111 starting from dimethyl 5-bromoisophthalate (Alfa Aesar) in methylene chloride (20 mL) was added a solution of 2.0M dimethylamine in tetrahydrofuran (7.4 mL, 15 mmol) and the reaction was stirred for 15 min. Sodium triacetoxyborohydride (4.7 g, 22 mmol) was then added and the resulting mixture was stirred overnight. Saturated sodium bicarbonate solution was added and the resulting mixture was... Reaction SMILES: [Br:1][C:2]1[CH:3]=[C:4]([CH:9]=[C:10]([CH:12]=O)[CH:11]=1)[C:5]([O:7][CH3:8])=[O:6].BrC1C=C(C(OC)=O)C=C(C=1)C(OC)=O.[CH3:29][NH:30][CH3:31].O1CCCC1.C(O[BH-](OC(=O)C)OC(=O)C)(=O)C.[Na+].C(=O)(O)[O-].[Na+]>C(Cl)Cl>[Br:1][C:2]1[CH:3]=[C:4]([CH:9]=[C:10]([CH2:12][N:30]([CH3:31])[CH3:29])[CH:11]=1)[C:5]([O:7][CH3:8])=[O:6] |f:4.5,6.7|. The reactants are C1(CCCC1)C(=O)N1CC(CC(C1)C1=CC=C(C=C1)CC)C(=O)O (1-(cyclopentylcarbonyl)-5-(4-ethylphenyl)piperidine-3-carboxylic acid), ON=C(N)C1=CC=NC=C1 (N′-hydroxypyridine-4-carboximidamide). Product: C1(CCCC1)C(=O)N1CC(CC(C1)C1=CC=C(C=C1)CC)C1=NC(=NO1)C1=CC=NC=C1 (4-{5-[1-(Cyclopentylcarbonyl)-5-(4-ethylphenyl)piperidin-3-yl]-1,2,4-oxadiazol-3-yl}pyridine). As a reaction SMILES: [CH:1]1([C:6]([N:8]2[CH2:13][CH:12]([C:14]3[CH:19]=[CH:18][C:17]([CH2:20][CH3:21])=[CH:16][CH:15]=3)[CH2:11][CH:10]([C:22]([OH:24])=O)[CH2:9]2)=[O:7])[CH2:5][CH2:4][CH2:3][CH2:2]1.O[N:26]=[C:27]([C:29]1[CH:34]=[CH:33][N:32]=[CH:31][CH:30]=1)[NH2:28]>>[CH:1]1([C:6]([N:8]2[CH2:13][CH:12]([C:14]3[CH:15]=[CH:16][C:17]([CH2:20][CH3:21])=[CH:18][CH:19]=3)[CH2:11][CH:10]([C:22]3[O:24][N:28]=[C:27]([C:29]4[CH:34]=[CH:33][N:32]=[CH:31][CH:30]=4)[N:26]=3)[CH2:9]2)=[O:7])[CH2:5][CH2:4][CH2:3][CH2:2]1. Procedure details: 66 mg (0.20 mmol) of 1-(cyclopentylcarbonyl)-5-(4-ethylphenyl)piperidine-3-carboxylic acid (Example 7A) and 30 mg (0.22 mmol, 1.1 eq.) of N′-hydroxypyridine-4-carboximidamide were reacted according to the General Method 1. Yield: 39 mg (45% of theory)